This data is from the Open Reaction Database (ORD), a public repository of structured organic reaction records. The task is: describe an organic reaction: reactants, conditions, products, and yield Starting materials: FC1=CC=C(C=C1)N1N=NC(=C1C=1N=CN(C1)C1=NC=C(C(=O)O)C=C1)C (6-(4-(1-(4-fluorophenyl)-4-methyl-1H-1,2,3-triazol-5-yl)-1H-imidazol-1-yl)nicotinic acid), NC(CO)(C)C (2-amino-2-methyl-1-propanol). The product is FC1=CC=C(C=C1)N1N=NC(=C1C=1N=CN(C1)C1=NC=C(C(=O)NC(CO)(C)C)C=C1)C (6-(4-(1-(4-Fluorophenyl)-4-methyl-1H-1,2,3-triazol-5-yl)-1H-imidazol-1-yl)-N-(1-hydroxy-2-methylpropan-2-yl)nicotinamide). The yield is 79.0%. RXN SMILES: [F:1][C:2]1[CH:7]=[CH:6][C:5]([N:8]2[C:12]([C:13]3[N:14]=[CH:15][N:16]([C:18]4[CH:26]=[CH:25][C:21]([C:22](O)=[O:23])=[CH:20][N:19]=4)[CH:17]=3)=[C:11]([CH3:27])[N:10]=[N:9]2)=[CH:4][CH:3]=1.[NH2:28][C:29]([CH3:33])([CH3:32])[CH2:30][OH:31]>>[F:1][C:2]1[CH:7]=[CH:6][C:5]([N:8]2[C:12]([C:13]3[N:14]=[CH:15][N:16]([C:18]4[CH:26]=[CH:25][C:21]([C:22]([NH:28][C:29]([CH3:33])([CH3:32])[CH2:30][OH:31])=[O:23])=[CH:20][N:19]=4)[CH:17]=3)=[C:11]([CH3:27])[N:10]=[N:9]2)=[CH:4][CH:3]=1. Reported procedure: As described for example 36b, 6-(4-(1-(4-fluorophenyl)-4-methyl-1H-1,2,3-triazol-5-yl)-1H-imidazol-1-yl)nicotinic acid (65 mg, 0.178 mmol) was converted, using 2-amino-2-methyl-1-propanol instead of isopropylamine, to the title compound (61 mg, 79%) which was obtained as a white solid. MS: m/e=436.2 [M+H]+. Reactants: O (water), Cl.C(C)NCC1=C(C=CC(=C1)Br)OCC1=CC=CC=C1 (N-ethyl-N-(2-benzyloxy-5-bromobenzyl)amine hydrochloride salt), ClC1=CC=C(N=N1)C(=O)N (6-chloropyridazine-3-carboxamide), C(=O)(O)[O-].[Na+] (NaHCO3). Conditions: temperature 115 celsius, time 2 hour. Procedure: A mixture of N-ethyl-N-(2-benzyloxy-5-bromobenzyl)amine hydrochloride salt (87 g), 6-chloropyridazine-3-carboxamide (35 g) and NaHCO3 (41 g) in 1-methyl-2-pyrrolidinone was heated at 115° C. for 24 hours, cooled to 20° C. and added to water (1100 ml) with vigorous stirring, maintaining the temperature below 30° C. with external cooling. Ethyl acetate (725 ml) was added and the mixture stirred at 20° C. for 2 hours. The precipitate was filtered, dried, washed with 40-60 petroleum ether and dried ... Solvent: CN1C(CCC1)=O (1-methyl-2-pyrrolidinone), C(C)(=O)OCC (Ethyl acetate). Product: C(C1=CC=CC=C1)OC1=C(CN(CC)C2=CC=C(N=N2)C(=O)N)C=C(C=C1)Br (6-[N-(2-benzyloxy-5-bromobenzyl)-N-ethylamino]pyridazine-3-carboxamide). As a reaction SMILES: Cl.[CH2:2]([NH:4][CH2:5][C:6]1[CH:11]=[C:10]([Br:12])[CH:9]=[CH:8][C:7]=1[O:13][CH2:14][C:15]1[CH:20]=[CH:19][CH:18]=[CH:17][CH:16]=1)[CH3:3].Cl[C:22]1[N:27]=[N:26][C:25]([C:28]([NH2:30])=[O:29])=[CH:24][CH:23]=1.C([O-])(O)=O.[Na+].O>CN1CCCC1=O.C(OCC)(=O)C>[CH2:14]([O:13][C:7]1[CH:8]=[CH:9][C:10]([Br:12])=[CH:11][C:6]=1[CH2:5][N:4]([C:22]1[N:27]=[N:26][C:25]([C:28]([NH2:30])=[O:29])=[CH:24][CH:23]=1)[CH2:2][CH3:3])[C:15]1[CH:20]=[CH:19][CH:18]=[CH:17][CH:16]=1 |f:0.1,3.4|. Isolated yield 84.7%. Reactants: CC(C)(C)c1ccc(-c2nc(-c3ccc(-c4ccc(Br)cc4)cc3)nc(-c3ccc(C(C)(C)C)cc3)n2)cc1, Brc1cccnc1, [Li]CCCC, CCCCCC, C1CCOC1, c1ccc(P(c2ccccc2)(c2ccccc2)[Pd](P(c2ccccc2)(c2ccccc2)c2ccccc2)(P(c2ccccc2)(c2ccccc2)c2ccccc2)P(c2ccccc2)(c2ccccc2)c2ccccc2)cc1. Product: CC(C)(C)c1ccc(-c2nc(-c3ccc(-c4ccc(-c5cccnc5)cc4)cc3)nc(-c3ccc(C(C)(C)C)cc3)n2)cc1. RXN SMILES: [Br:12][c:13]1[cH:14][cH:15][c:16](-[c:19]2[cH:20][cH:21][c:22](-[c:25]3[n:26][c:27](-[c:41]4[cH:42][cH:43][c:44]([C:47]([CH3:48])([CH3:49])[CH3:50])[cH:45][cH:46]4)[n:28][c:29](-[c:31]4[cH:32][cH:33][c:34]([C:37]([CH3:38])([CH3:39])[CH3:40])[cH:35][cH:36]4)[n:30]3)[cH:23][cH:24]2)[cH:17][cH:18]1.[Br:51][c:52]1[cH:53][n:54][cH:55][cH:56][cH:57]1.[CH2:7]([Li:8])[CH2:9][CH2:10][CH3:11].[CH3:1][CH2:2][CH2:3][CH2:4][CH2:5][CH3:6].[O:135]1[CH2:136][CH2:137][CH2:138][CH2:139]1.[cH:58]1[cH:59][cH:60][c:61]([P:62]([Pd:63]([P:64]([c:65]2[cH:66][cH:67][cH:68][cH:69][cH:70]2)([c:71]2[cH:72][cH:73][cH:74][cH:75][cH:76]2)[c:77]2[cH:78][cH:79][cH:80][cH:81][cH:82]2)([P:83]([c:84]2[cH:85][cH:86][cH:87][cH:88][cH:89]2)([c:90]2[cH:91][cH:92][cH:93][cH:94][cH:95]2)[c:96]2[cH:97][cH:98][cH:99][cH:100][cH:101]2)[P:102]([c:103]2[cH:104][cH:105][cH:106][cH:107][cH:108]2)([c:109]2[cH:110][cH:111][cH:112][cH:113][cH:114]2)[c:115]2[cH:116][cH:117][cH:118][cH:119][cH:120]2)([c:121]2[cH:122][cH:123][cH:124][cH:125][cH:126]2)[c:127]2[cH:128][cH:129][cH:130][cH:131][cH:132]2)[cH:133][cH:134]1>>[c:13]1(-[c:52]2[cH:53][n:54][cH:55][cH:56][cH:57]2)[cH:14][cH:15][c:16](-[c:19]2[cH:20][cH:21][c:22](-[c:25]3[n:26][c:27](-[c:41]4[cH:42][cH:43][c:44]([C:47]([CH3:48])([CH3:49])[CH3:50])[cH:45][cH:46]4)[n:28][c:29](-[c:31]4[cH:32][cH:33][c:34]([C:37]([CH3:38])([CH3:39])[CH3:40])[cH:35][cH:36]4)[n:30]3)[cH:23][cH:24]2)[cH:17][cH:18]1. The reactants are Ice, C1(C=2C(C(=O)O1)=CC=CC2)=O (phthalic anhydride), CN(C1=CC=CC=C1)C (N,N-dimethylaniline), [Cl-].[Al+3].[Cl-].[Cl-] (aluminum chloride). Run in ClC1=CC=CC=C1 (chlorobenzene). Conditions: temperature 75 celsius. The product is CN(C1=CC=C(C(=O)C2=C(C(=O)O)C=CC=C2)C=C1)C (2-(4-(dimethylamino)benzoyl)benzoic acid). Reaction SMILES: [C:1]1(=[O:11])[O:6][C:4](=[O:5])[C:3]2=[CH:7][CH:8]=[CH:9][CH:10]=[C:2]12.[CH3:12][N:13]([CH3:20])[C:14]1[CH:19]=[CH:18][CH:17]=[CH:16][CH:15]=1.[Cl-].[Al+3].[Cl-].[Cl-]>ClC1C=CC=CC=1>[CH3:12][N:13]([CH3:20])[C:14]1[CH:19]=[CH:18][C:17]([C:4]([C:3]2[CH:7]=[CH:8][CH:9]=[CH:10][C:2]=2[C:1]([OH:6])=[O:11])=[O:5])=[CH:16][CH:15]=1 |f:2.3.4.5|. Procedure details: A mixture of phthalic anhydride (30 g.), N,N-dimethylaniline (60.5 g.), aluminum chloride (60 g.) and chlorobenzene (180 g.) was heated (to 75° C.) during one hour, then cooled. Ice (500 ml.) was added, the chlorobenzene layer was separated and the chlorobenzene was steam distilled. Addition of base to a solution of the residue in dilute sulfuric acid afforded 2-(4-(dimethylamino)benzoyl)benzoic acid (IV: Y2 = Z4 = Z"5 = Z"6 = Z7 = H, Y'4 = (CH3)2N). The reactants are COC(=O)Cn1c(C)cc2cc(F)ccc21, O=Cc1sccc1S(=O)(=O)c1ccccc1. Yields the product COC(=O)Cn1c(C)c(Cc2sccc2S(=O)(=O)c2ccccc2)c2cc(F)ccc21. Reaction SMILES: [CH3:1][O:2][C:3]([CH2:4][n:5]1[c:6]([CH3:15])[cH:7][c:8]2[cH:9][c:10]([F:14])[cH:11][cH:12][c:13]12)=[O:16].[c:17]1([S:23](=[O:24])(=[O:25])[c:26]2[c:27]([CH:31]=[O:32])[s:28][cH:29][cH:30]2)[cH:18][cH:19][cH:20][cH:21][cH:22]1>>[CH3:1][O:2][C:3]([CH2:4][n:5]1[c:6]([CH3:15])[c:7]([CH2:31][c:27]2[c:26]([S:23]([c:17]3[cH:18][cH:19][cH:20][cH:21][cH:22]3)(=[O:24])=[O:25])[cH:30][cH:29][s:28]2)[c:8]2[cH:9][c:10]([F:14])[cH:11][cH:12][c:13]12)=[O:16]. The reactants are FC1=CC=CC2=C1CCC(C(N2CC(F)(F)F)=O)N2N=NC(=C2)C2=CC=C(C=C2)OC=2C=NC=CC2 (6-fluoro-3-{4-[4-(pyridin-3-yloxy)phenyl]-1H-1,2,3-triazol-1-yl}-1-(2,2,2-trifluoroethyl)-1,3,4,5-tetrahydro-2H-1-benzazepin-2-one), N1=CC=C(C=C1)COC#CC1=CC=CC=C1 (4-(pyridine-4-ylmethoxy)ethynylbenzene), alkyne. Yields the product FC1=CC=CC2=C1CCC(C(N2CC(F)(F)F)=O)N2N=NC(=C2)C2=CC=C(C=C2)OCC2=CC=NC=C2 (6-fluoro-3-{4-[4-(pyridin-4-ylmethoxy)phenyl]-1H-1,2,3-triazol-1-yl}-1-(2,2,2-trifluoroethyl)-1,3,4,5-tetrahydro-2H-1-benzazepin-2-one). As a reaction SMILES: [F:1][C:2]1[C:7]2[CH2:8][CH2:9][CH:10]([N:19]3[CH:23]=[C:22]([C:24]4[CH:29]=[CH:28][C:27]([O:30][C:31]5[CH:32]=[N:33][CH:34]=[CH:35][CH:36]=5)=[CH:26][CH:25]=4)[N:21]=[N:20]3)[C:11](=[O:18])[N:12]([CH2:13][C:14]([F:17])([F:16])[F:15])[C:6]=2[CH:5]=[CH:4][CH:3]=1.N1C=CC(COC#CC2C=CC=CC=2)=C[CH:38]=1>>[F:1][C:2]1[C:7]2[CH2:8][CH2:9][CH:10]([N:19]3[CH:23]=[C:22]([C:24]4[CH:25]=[CH:26][C:27]([O:30][CH2:31][C:36]5[CH:35]=[CH:34][N:33]=[CH:32][CH:38]=5)=[CH:28][CH:29]=4)[N:21]=[N:20]3)[C:11](=[O:18])[N:12]([CH2:13][C:14]([F:15])([F:17])[F:16])[C:6]=2[CH:5]=[CH:4][CH:3]=1. Procedure details: Prepared as for 6-fluoro-3-{4-[4-(pyridin-3-yloxy)phenyl]-1H-1,2,3-triazol-1-yl}-1-(2,2,2-trifluoroethyl)-1,3,4,5-tetrahydro-2H-1-benzazepin-2-one, using 4-(pyridine-4-ylmethoxy)ethynylbenzene as the alkyne. Reactants: ClC1=C(C=CC=C1)C1=CC=C(C=C1)C=O (2′-Chloro[1,1′-biphenyl]-4-carbaldehyde), [C@@H]1(CCCC2=CC=CC=C12)N ((1S)-1,2,3,4-tetrahydro-1-naphthalenylamine). The product is ClC1=C(C=CC=C1)C1=CC=C(C=C1)CN[C@H]1CCCC2=CC=CC=C12 (N—[(2′-chloro[1,1′-biphenyl]-4-yl)methyl]-N-[(1S)-1,2,3,4-tetrahydro-1-naphthalenyl]amine). Reaction SMILES: [Cl:1][C:2]1[CH:7]=[CH:6][CH:5]=[CH:4][C:3]=1[C:8]1[CH:13]=[CH:12][C:11]([CH:14]=O)=[CH:10][CH:9]=1.[C@@H:16]1([NH2:26])[C:25]2[C:20](=[CH:21][CH:22]=[CH:23][CH:24]=2)[CH2:19][CH2:18][CH2:17]1>>[Cl:1][C:2]1[CH:7]=[CH:6][CH:5]=[CH:4][C:3]=1[C:8]1[CH:13]=[CH:12][C:11]([CH2:14][NH:26][C@@H:16]2[C:25]3[C:20](=[CH:21][CH:22]=[CH:23][CH:24]=3)[CH2:19][CH2:18][CH2:17]2)=[CH:10][CH:9]=1. Procedure: 2′-Chloro[1,1′-biphenyl]-4-carbaldehyde and (1S)-1,2,3,4-tetrahydro-1-naphthalenylamine were processed as described in Example 1A to provide the title compound.